This data is from the Open Reaction Database (ORD), a public repository of structured organic reaction records. The task is: describe an organic reaction: reactants, conditions, products, and yield Starting materials: CC(=O)OCc1c(F)ccc(-c2ccccc2)c1F, CO, CC(=O)O, [Na+], [OH-]. Yields the product OCc1c(F)ccc(-c2ccccc2)c1F. RXN SMILES: [C:1](=[O:2])([CH3:3])[O:4][CH2:5][c:6]1[c:7]([F:19])[c:8](-[c:13]2[cH:14][cH:15][cH:16][cH:17][cH:18]2)[cH:9][cH:10][c:11]1[F:12].[CH3:22][OH:23].[CH3:24][C:25](=[O:26])[OH:27].[Na+:21].[OH-:20]>>[OH:4][CH2:5][c:6]1[c:7]([F:19])[c:8](-[c:13]2[cH:14][cH:15][cH:16][cH:17][cH:18]2)[cH:9][cH:10][c:11]1[F:12].